The task is: describe an organic reaction: reactants, conditions, products, and yield. This data is from the Open Reaction Database (ORD), a public repository of structured organic reaction records. Reactants: [OH-].[Na+] (NaOH), COC(=O)C1=CN(C2=CC=CC=C12)CC (1-ethyl-1H-indole-3-carboxylic acid methyl ester), C1CCOC1 (THF). Solvent: CO (MeOH). Yields the product C(C)N1C=C(C2=CC=CC=C12)C(=O)O (1-Ethyl-1H-indole-3-carboxylic acid). RXN SMILES: C[O:2][C:3]([C:5]1[C:13]2[C:8](=[CH:9][CH:10]=[CH:11][CH:12]=2)[N:7]([CH2:14][CH3:15])[CH:6]=1)=[O:4].C1COCC1.[OH-].[Na+]>CO>[CH2:14]([N:7]1[C:8]2[C:13](=[CH:12][CH:11]=[CH:10][CH:9]=2)[C:5]([C:3]([OH:4])=[O:2])=[CH:6]1)[CH3:15] |f:2.3|. Procedure details: A solution of 1-ethyl-1H-indole-3-carboxylic acid methyl ester (1.8 g, 8.8 mmol) was stirred in a 1:1 mixture of THF:MeOH (40 mL), and to this was added 2N NaOH (20 mL). The reaction was heated at reflux for 4 hours. The reaction mixture was partially evaporated to remove the THF, MeOH and the remaining material diluted with water (20 mL) and acidified to pH=2 with 1N HCl. The mixture was extracted with dichloromethane (100 mL), dried over sodium sulfate and evaporated under reduced pressure to ... Reactants: C(C)OC(=O)C1=CC2=CC=CC=C2C=C1 (2-naphthyl carboxylic acid ethyl ester), O.NN (hydrazine hydrate). The solvent is C(C)O (ethanol). The product is C1=C(C=CC2=CC=CC=C12)C(=O)NN (naphthalene-2-carboxylic acid hydrazide). Yield: 48.4%. As a reaction SMILES: C([O:3][C:4]([C:6]1[CH:15]=[CH:14][C:13]2[C:8](=[CH:9][CH:10]=[CH:11][CH:12]=2)[CH:7]=1)=O)C.O.[NH2:17][NH2:18]>C(O)C>[CH:7]1[C:8]2[C:13](=[CH:12][CH:11]=[CH:10][CH:9]=2)[CH:14]=[CH:15][C:6]=1[C:4]([NH:17][NH2:18])=[O:3] |f:1.2|. Procedure details: To a solution of 2-naphthyl carboxylic acid ethyl ester (2.0 g, 9.99 mmol) in absolute ethanol (30 ml) was added hydrazine hydrate (4.85 ml, 99.9 mmol) and the reaction mixture was heated at reflux temperature for 72 h. The reaction mixture was cooled and the precipitate was filtered off, washed with 96% ethanol (2×10 ml) and diethyl ether (3×10 ml), dried in vacuo at 50° C. which afforded 0.9 g (48%) of naphthalene-2-carboxylic acid hydrazide as a solid. Starting materials: CC(C(=O)O)(COC1=NC=C(C=C1)C1=CC=C(C=C1)C=1N(C=C(N1)C(F)(F)F)COCC[Si](C)(C)C)C (2,2-dimethyl-3-[(5-{4-[4-(trifluoromethyl)-1-{[2-(trimethylsilyl)ethoxy]methyl}-1H-imidazol-2-yl]-phenyl}pyridin-2-yl)oxy]propanoic acid). Solvent: FC(C(=O)O)(F)F (trifluoroacetic acid), O (water). Reaction conditions: time 8 hour. Yields the product CC(C(=O)O)(COC1=NC=C(C=C1)C1=CC=C(C=C1)C=1NC(=CN1)C(F)(F)F)C (2,2-dimethyl-3-[(5-{4-[5-(trifluoromethyl)-1H-imidazol-2-yl]phenyl}pyridin-2-yl)oxy]propanoic acid). Isolated yield 80.6%. As a reaction SMILES: [CH3:1][C:2]([CH3:37])([CH2:6][O:7][C:8]1[CH:13]=[CH:12][C:11]([C:14]2[CH:19]=[CH:18][C:17]([C:20]3[N:21](COCC[Si](C)(C)C)[CH:22]=[C:23]([C:25]([F:28])([F:27])[F:26])[N:24]=3)=[CH:16][CH:15]=2)=[CH:10][N:9]=1)[C:3]([OH:5])=[O:4]>FC(F)(F)C(O)=O.O>[CH3:1][C:2]([CH3:37])([CH2:6][O:7][C:8]1[CH:13]=[CH:12][C:11]([C:14]2[CH:15]=[CH:16][C:17]([C:20]3[NH:24][C:23]([C:25]([F:28])([F:26])[F:27])=[CH:22][N:21]=3)=[CH:18][CH:19]=2)=[CH:10][N:9]=1)[C:3]([OH:5])=[O:4]. Procedure details: In trifluoroacetic acid (10 mL) and water (1 mL) was dissolved 2,2-dimethyl-3-[(5-{4-[4-(trifluoromethyl)-1-{[2-(trimethylsilyl)ethoxy]methyl}-1H-imidazol-2-yl]-phenyl}pyridin-2-yl)oxy]propanoic acid (287 mg), and the mixture was stirred at room temperature overnight. The residue obtained by concentrating the reaction mixture under reduced pressure was dissolved in acetic acid, and the mixture was concentrated under reduced pressure. The obtained solid residue was pulverized by adding ether, col... RXN SMILES: [C:1]([CH3:2])(=[O:3])[O:4][CH:5]1[CH:6]([CH3:29])[CH:7]([C:13](=[O:14])[O:15][CH:16]([c:17]2[cH:18][cH:19][cH:20][cH:21][cH:22]2)[c:23]2[cH:24][cH:25][cH:26][cH:27][cH:28]2)[N:8]2[CH:9]1[CH2:10][C:11]2=[O:12].[CH3:34][CH2:35][O:36][C:37](=[O:38])[CH3:39].[CH:30]([Cl:31])([Cl:32])[Cl:33]>>[C:1]([CH3:2])(=[O:3])[O:4][CH:5]1[CH:6]([CH3:29])[CH:7]([C:13](=[O:14])[OH:15])[N:8]2[CH:9]1[CH2:10][C:11]2=[O:12]. Product: CC(=O)OC1C(C)C(C(=O)O)N2C(=O)CC12. Reactants: CC(=O)OC1C(C)C(C(=O)OC(c2ccccc2)c2ccccc2)N2C(=O)CC12, CCOC(C)=O, ClC(Cl)Cl. Starting materials: FC1=CC=C(C=C1)S(=O)(=O)NC1=C(C=CC(=C1)C)C#N (2-{[(4-fluorophenyl)sulfonyl]amino}-4-methylbenzenecarbonitrile), ice, Cl (HCl), [N-]=[N+]=[N-].[Na+] (sodium azide), [Cl-].[NH4+] (ammonium chloride). Solvent: CN(C)C=O (DMF). The product is N1N=NN=C1C1=C(C=C(C=C1)C)NS(=O)(=O)C1=CC=C(C=C1)F ((2-(1H-1,2,3,4-tetrazole-5-yl)-5-methylphenyl)[(4-fluorophenyl)sulfonyl]amine). As a reaction SMILES: [F:1][C:2]1[CH:7]=[CH:6][C:5]([S:8]([NH:11][C:12]2[CH:17]=[C:16]([CH3:18])[CH:15]=[CH:14][C:13]=2[C:19]#[N:20])(=[O:10])=[O:9])=[CH:4][CH:3]=1.[N-:21]=[N+:22]=[N-:23].[Na+].[Cl-].[NH4+].Cl>CN(C=O)C>[NH:21]1[C:19]([C:13]2[CH:14]=[CH:15][C:16]([CH3:18])=[CH:17][C:12]=2[NH:11][S:8]([C:5]2[CH:6]=[CH:7][C:2]([F:1])=[CH:3][CH:4]=2)(=[O:10])=[O:9])=[N:20][N:23]=[N:22]1 |f:1.2,3.4|. Procedure details: The title compound was synthesized by reacting 2-{[(4-fluorophenyl)sulfonyl]amino}-4-methylbenzenecarbonitrile (13) (0.1 g, 0.34 mmol), sodium azide (0.09 g, 1.37 mmol), and ammonium chloride (0.74 g, 1.37 mmol) in 3 mL of DMF at 120° C. for 20 h.23 Reaction mixture was poured into ice cold water (30 mL) and acidified with dilute HCl solution. The white precipitate obtained on acidification was extracted with ethyl acetate. The organic layer was washed (H2O) dried (Na2SO4) and concentrated to gi... Starting materials: CC(C)N=C=NC(C)C, CS(=O)(=O)Nc1ccc2c(c1)OC(CN)CO2, CN(C)C=O, O, On1nnc2ccccc21, O=C(O)CCc1c[nH]c2ccccc12. Yields the product CS(=O)(=O)Nc1ccc2c(c1)OC(CNCCCc1c[nH]c3ccccc13)CO2. As a reaction SMILES: [CH3:26][CH:27]([N:28]=[C:29]=[N:30][CH:31]([CH3:32])[CH3:33])[CH3:34].[CH3:35][S:36](=[O:37])(=[O:38])[NH:39][c:40]1[cH:41][cH:42][c:43]2[c:44]([cH:51]1)[O:45][CH:46]([CH2:49][NH2:50])[CH2:47][O:48]2.[O:52]=[CH:53][N:54]([CH3:55])[CH3:56].[OH2:15].[OH:16][n:17]1[c:18]2[cH:19][cH:20][cH:21][cH:22][c:23]2[n:24][n:25]1.[nH:1]1[cH:2][c:3]([CH2:10][CH2:11][C:12]([OH:13])=[O:14])[c:4]2[cH:5][cH:6][cH:7][cH:8][c:9]12>>[nH:1]1[cH:2][c:3]([CH2:10][CH2:11][CH2:12][NH:50][CH2:49][CH:46]2[O:45][c:44]3[c:43]([cH:42][cH:41][c:40]([NH:39][S:36]([CH3:35])(=[O:37])=[O:38])[cH:51]3)[O:48][CH2:47]2)[c:4]2[cH:5][cH:6][cH:7][cH:8][c:9]12. Run in CO (methanol). Reported procedure: A mixture of 0.265 g (0.859 mmol) of (E)-1,4-bis(3-propylhexahydro-pyrimidin-1-yl)but-2-ene, 3 ml of methanol and 3.4 ml (6.8 mmol) of 2N hydrochloric acid is heated for 19 h under reflux and is then concentrated by evaporation in vacuo. Recrystallisation of the residue from methanol/water yields the title compound, m.p. >260° C. 1H-NMR (D2O): δ0.96(t,6H); 1.62-1.76(m,4H); 2.05-2.16(m,4H); 3.02(t,4H); 3.11-3.18(m,8H); 3.77(d,4H); 6.03-6.06(m,2H). The product is Cl.Cl.Cl.Cl.C(CC)NCCCNC\C=C\CNCCCNCCC ((E)-1,14-Di-propyl-1,5,10,14-tetraazatetradec-7-ene tetrahydrochloride). Starting materials: C(CC)N1CN(CCC1)C\C=C\CN1CN(CCC1)CCC ((E)-1,4-bis(3-propylhexahydro-pyrimidin-1-yl)but-2-ene), Cl (hydrochloric acid). RXN SMILES: [CH2:1]([N:4]1[CH2:9][CH2:8][CH2:7][N:6]([CH2:10]/[CH:11]=[CH:12]/[CH2:13][N:14]2[CH2:19][CH2:18][CH2:17][N:16]([CH2:20][CH2:21][CH3:22])C2)C1)[CH2:2][CH3:3].[ClH:23]>CO>[ClH:23].[ClH:23].[ClH:23].[ClH:23].[CH2:20]([NH:16][CH2:17][CH2:18][CH2:19][NH:14][CH2:13]/[CH:12]=[CH:11]/[CH2:10][NH:6][CH2:7][CH2:8][CH2:9][NH:4][CH2:1][CH2:2][CH3:3])[CH2:21][CH3:22] |f:3.4.5.6.7|.